Task: describe an organic reaction: reactants, conditions, products, and yield. Dataset: the Open Reaction Database (ORD), a public repository of structured organic reaction records Reported procedure: In an analogous manner to Experimental 691, part c, 1-methoxy-N*7*-(2-methoxyethyl)-N*7*-methyl-6,7,8,9-tetrahydro-5H-benzocycloheptene-2,7-diamine and N-[(1R,2R)-2-(2,5-Dichloro-pyrimidin-4-ylamino)-cyclohexyl]-methanesulfonamide were combined to yield N-[(1R,2R)-2-(5-Chloro-2-{1-methoxy-7-[(2-methoxy-ethyl)-methyl-amino]-6,7,8,9-tetrahydro-5H-benzocyclohepten-2-ylamino]-pyrimidin-4-ylamino)-cyclohexyl}-methanesulfonamide (185 mg, 42.5% yield) as a brown foam. 1H-NMR (CDCl3) δ 7.94 (s, 1H), 7.8... Reactants: COC1=C(C=CC2=C1CCC(CC2)N(C)CCOC)N (1-methoxy-N*7*-(2-methoxyethyl)-N*7*-methyl-6,7,8,9-tetrahydro-5H-benzocycloheptene-2,7-diamine), ClC1=NC=C(C(=N1)N[C@H]1[C@@H](CCCC1)NS(=O)(=O)C)Cl (N-[(1R,2R)-2-(2,5-Dichloro-pyrimidin-4-ylamino)-cyclohexyl]-methanesulfonamide). The product is ClC=1C(=NC(=NC1)NC=1C=CC2=C(CCC(CC2)N(C)CCOC)C1OC)N[C@H]1[C@@H](CCCC1)NS(=O)(=O)C (N-[(1R,2R)-2-(5-Chloro-2-{1-methoxy-7-[(2-methoxy-ethyl)-methyl-amino]-6,7,8,9-tetrahydro-5H-benzocyclohepten-2-ylamino]-pyrimidin-4-ylamino)-cyclohexyl}-methanesulfonamide). Yield: 42.5%. Reaction SMILES: [CH3:1][O:2][C:3]1[C:8]2[CH2:9][CH2:10][CH:11]([N:14]([CH2:16][CH2:17][O:18][CH3:19])[CH3:15])[CH2:12][CH2:13][C:7]=2[CH:6]=[CH:5][C:4]=1[NH2:20].Cl[C:22]1[N:27]=[C:26]([NH:28][C@@H:29]2[CH2:34][CH2:33][CH2:32][CH2:31][C@H:30]2[NH:35][S:36]([CH3:39])(=[O:38])=[O:37])[C:25]([Cl:40])=[CH:24][N:23]=1>>[Cl:40][C:25]1[C:26]([NH:28][C@@H:29]2[CH2:34][CH2:33][CH2:32][CH2:31][C@H:30]2[NH:35][S:36]([CH3:39])(=[O:38])=[O:37])=[N:27][C:22]([NH:20][C:4]2[CH:5]=[CH:6][C:7]3[CH2:13][CH2:12][CH:11]([N:14]([CH2:16][CH2:17][O:18][CH3:19])[CH3:15])[CH2:10][CH2:9][C:8]=3[C:3]=2[O:2][CH3:1])=[N:23][CH:24]=1. Reactants: C(C)(C)(C)OC(CBr)=O (t-Butylbromoacetate), CC(CCOC1=CC=C(C=C1)N)C ({4-[(3-methylbutyl)oxy]phenyl}amine), CC(CCOC1=CC=C(C=C1)N)C ({4-[(3-methylbutyl)oxy]phenyl}amine), C([O-])([O-])=O.[K+].[K+] (potassium carbonate). The solvent is CN(C=O)C (dimethylformamide). Reaction conditions: time 14 hour. Product: CC(CCOC1=CC=C(C=C1)NCC(=O)OC(C)(C)C)C (1,1-Dimethylethyl N-{4-[(3-methylbutyl)oxy]phenyl}glycinate). Isolated yield 98.0%. Reaction SMILES: [C:1]([O:5][C:6](=[O:9])[CH2:7]Br)([CH3:4])([CH3:3])[CH3:2].[CH3:10][CH:11]([CH3:22])[CH2:12][CH2:13][O:14][C:15]1[CH:20]=[CH:19][C:18]([NH2:21])=[CH:17][CH:16]=1.C(=O)([O-])[O-].[K+].[K+]>CN(C)C=O>[CH3:10][CH:11]([CH3:22])[CH2:12][CH2:13][O:14][C:15]1[CH:16]=[CH:17][C:18]([NH:21][CH2:7][C:6]([O:5][C:1]([CH3:4])([CH3:3])[CH3:2])=[O:9])=[CH:19][CH:20]=1 |f:2.3.4|. Procedure: t-Butylbromoacetate (1.12 g, 0.85 mL, 5.76 mmol) was added drop wise over 5 min to a stirred suspension of {4-[(3-methylbutyl)oxy]phenyl}amine (intermediate 5, 0.85 g, 4.8 mmol) and potassium carbonate (0.66 g, 4.8 mmol) in dimethylformamide (23.4 mL) at room temperature under a nitrogen atmosphere. After stirring for 14 h the volatiles were evaporated and the residue partitioned between dichloromethane (50 mL) and water (50 mL). The phases were separated and the aqueous phase washed with dichlo... The reactants are C(C)(C)NC(C)C (diisopropylamine), [Cl-].[Cl-].COP(O)O (phosphorous acid methyl ester-dichloride). Run in CCOCC (ether), CCCCC (pentane), CCOCC (ether), CCCCC (pentane). Yields the product COP(O)O.[Cl-].C(C)(C)[N-]C(C)C (Phosphorous acid methyl ester diisopropylamide-chloride). RXN SMILES: [Cl-:1].[Cl-].[CH3:3][O:4][P:5]([OH:7])[OH:6].[CH:8]([NH:11][CH:12]([CH3:14])[CH3:13])([CH3:10])[CH3:9]>CCOCC.CCCCC>[CH3:3][O:4][P:5]([OH:7])[OH:6].[Cl-:1].[CH:8]([N-:11][CH:12]([CH3:14])[CH3:13])([CH3:10])[CH3:9] |f:0.1.2,6.7.8|. Procedure: 127 g (0.96 mol) of phosphorous acid methyl ester-dichloride are initially taken in a mixture of 250 ml of absolute ether and 250 ml of absolute pentane, and a solution of 270 ml (1.92 mol) of diisopropylamine in 100 ml of absolute ether and 100 ml of absolute pentane is added dropwise in the course of 2 hours at -15° C., with vigorous stirring and nitrogen blanketing. The reaction mixture is allowed to heat up to room temperature while being stirred, and is then stirred for a further 2 hours. I... Reactants: C(C)(=O)C=1OC=2C(C1)=C(C=CC2OC)C(=O)O (2-Acetyl-7-methoxybenzofuran-4-carboxylic acid), C(C(=O)Cl)(=O)Cl (oxalyl chloride). The reagents and catalysts are CN(C=O)C (N,N-dimethylformamide). Run in ClCCl (dichloromethane). Yields the product C(C)(=O)C=1OC=2C(C1)=C(C=CC2OC)C(=O)Cl (2-Acetyl-7-methoxybenzofuran-4-carbonyl chloride). RXN SMILES: [C:1]([C:4]1[O:5][C:6]2[C:7](=[C:9]([C:15]([OH:17])=O)[CH:10]=[CH:11][C:12]=2[O:13][CH3:14])[CH:8]=1)(=[O:3])[CH3:2].C(Cl)(=O)C([Cl:21])=O>ClCCl.CN(C)C=O>[C:1]([C:4]1[O:5][C:6]2[C:7](=[C:9]([C:15]([Cl:21])=[O:17])[CH:10]=[CH:11][C:12]=2[O:13][CH3:14])[CH:8]=1)(=[O:3])[CH3:2]. Procedure details: 2-Acetyl-7-methoxybenzofuran-4-carboxylic acid (0.12 g) was suspended in anhydrous dichloromethane (4 ml) at room temperature under nitrogen and oxalyl chloride (0.1 ml) added followed by 3 drops of N,N-dimethylformamide. Evaporation in vacuo after 2 h afforded the title compound as a yellow solid (~0.5 g). TLC Rf 0.60 (50% ethyl acetate in hexane) Starting materials: Br, COc1cc([N+](=O)[O-])c2ncccc2c1, [Na+], [OH-]. The product is O=[N+]([O-])c1cc(O)cc2cccnc12. RXN SMILES: [BrH:18].[CH3:1][O:2][c:3]1[cH:4][c:5]2[cH:6][cH:7][cH:8][n:9][c:10]2[c:11]([N+:13](=[O:14])[O-:15])[cH:12]1.[Na+:17].[OH-:16]>>[OH:2][c:3]1[cH:4][c:5]2[cH:6][cH:7][cH:8][n:9][c:10]2[c:11]([N+:13](=[O:14])[O-:15])[cH:12]1. Starting materials: O (H2O), [H-].[H-].[H-].[H-].[Li+].[Al+3] (LiAlH4), C1CCOC1 (THF), FC1=CC2=C(C(=NO2)C2CCN(CC2)CC(C(=O)O)C2=CC=CC=C2)C=C1 (3-(4-(6-fluoro-1,2-benzisoxazol-3-yl)piperidino)-2-phenylpropanoic acid). The solvent is C1(=CC=CC=C1)C (toluene). The product is FC1=CC2=C(C(=NO2)C2CCN(CC2)CC(CO)C2=CC=CC=C2)C=C1 (3-(4-(6-fluoro -1,2-benzisoxazol-3-yl)piperidino)-2-phenylpropanol). Yield: 90.3%. As a reaction SMILES: [F:1][C:2]1[CH:27]=[CH:26][C:5]2[C:6]([CH:9]3[CH2:14][CH2:13][N:12]([CH2:15][CH:16]([C:20]4[CH:25]=[CH:24][CH:23]=[CH:22][CH:21]=4)[C:17](O)=[O:18])[CH2:11][CH2:10]3)=[N:7][O:8][C:4]=2[CH:3]=1.[H-].[H-].[H-].[H-].[Li+].[Al+3].C1COCC1.O>C1(C)C=CC=CC=1>[F:1][C:2]1[CH:27]=[CH:26][C:5]2[C:6]([CH:9]3[CH2:14][CH2:13][N:12]([CH2:15][CH:16]([C:20]4[CH:25]=[CH:24][CH:23]=[CH:22][CH:21]=4)[CH2:17][OH:18])[CH2:11][CH2:10]3)=[N:7][O:8][C:4]=2[CH:3]=1 |f:1.2.3.4.5.6|. Reported procedure: To 3-(4-(6-fluoro-1,2-benzisoxazol-3-yl)piperidino)-2-phenylpropanoic acid (1.8 g, 5 mmol) in 25 ml dry toluene, stirred at 0° C., a solution of LiAlH4 in THF (5 ml, 1M, 5 mmol) was added dropwise. 20 min. after addition was completed the mixture was allowed to warm to room temperature for 15 min. whereupon H2O was added dropwise to precipitate aluminum hydroxide. To the organic phase was added 50 ml ether, and the mixture was washed with water and concentrated in vacuo to get 1.6 g of 3-(4-(6-f...